From a dataset of the Open Reaction Database (ORD), a public repository of structured organic reaction records. describe an organic reaction: reactants, conditions, products, and yield Reactants: BrB(Br)Br, COc1ccc(S(=O)(=O)N2c3ccc(Br)cc3-c3ccccc3C2c2ccccc2)cc1, C1=CCCCC1, ClCCl. Yields the product O=S(=O)(c1ccc(O)cc1)N1c2ccc(Br)cc2-c2ccccc2C1c1ccccc1. RXN SMILES: [B:39]([Br:40])([Br:41])[Br:42].[Br:1][c:2]1[cH:3][c:4]2[c:13]([cH:14][cH:15]1)[N:12]([S:16](=[O:17])(=[O:18])[c:19]1[cH:20][cH:21][c:22]([O:25][CH3:26])[cH:23][cH:24]1)[CH:11]([c:27]1[cH:28][cH:29][cH:30][cH:31][cH:32]1)[c:10]1[c:5]-2[cH:6][cH:7][cH:8][cH:9]1.[CH2:33]1[CH2:34][CH:35]=[CH:36][CH2:37][CH2:38]1.[Cl:43][CH2:44][Cl:45]>>[Br:1][c:2]1[cH:3][c:4]2[c:13]([cH:14][cH:15]1)[N:12]([S:16](=[O:17])(=[O:18])[c:19]1[cH:20][cH:21][c:22]([OH:25])[cH:23][cH:24]1)[CH:11]([c:27]1[cH:28][cH:29][cH:30][cH:31][cH:32]1)[c:10]1[c:5]-2[cH:6][cH:7][cH:8][cH:9]1. The reactants are CN1C[C@H]2[C@](CCC1)(CCC2)C2=CC(=CC=C2)OC (trans-2-methyl-5a-(3-methoxyphenyl)-decahydrocyclopent[c]azepine), Cl.CN1C[C@H]2[C@](CCC1)(CCC2)C2=CC(=CC=C2)O (trans-2-methyl-5a-(3-hydroxyphenyl)-decahydrocyclopent[c]azepine hydrochloride). Product: Cl.CN1C[C@@H]2[C@](CCC1)(CCC2)C2=CC(=CC=C2)O (cis-2-Methyl-5a-(3-hydroxyphenyl)-decahydrocyclopent[c]azepine hydrochloride). As a reaction SMILES: [CH3:1][N:2]1[CH2:8][CH2:7][CH2:6][C@:5]2([C:12]3[CH:17]=[CH:16][CH:15]=[C:14]([O:18]C)[CH:13]=3)[CH2:9][CH2:10][CH2:11][C@H:4]2[CH2:3]1.[ClH:20].CN1CCC[C@]2(C3C=CC=C(O)C=3)CCC[C@H]2C1>>[ClH:20].[CH3:1][N:2]1[CH2:8][CH2:7][CH2:6][C@:5]2([C:12]3[CH:17]=[CH:16][CH:15]=[C:14]([OH:18])[CH:13]=3)[CH2:9][CH2:10][CH2:11][C@@H:4]2[CH2:3]1 |f:1.2,3.4|. Procedure: By following the procedure set forth in Example 12, dl-trans-2-methyl-5a-(3-methoxyphenyl)-decahydrocyclopent[c]azepine was converted to dl-trans-2-methyl-5a-(3-hydroxyphenyl)-decahydrocyclopent[c]azepine hydrochloride. M.P. 160°-162° C.